From a dataset of the Open Reaction Database (ORD), a public repository of structured organic reaction records. describe an organic reaction: reactants, conditions, products, and yield The reactants are ClC=1C(=NC=NC1Cl)N (5,6-dichloropyrimidin-4-amine), NC=1C=C(C=CC1)O (3-aminophenol), CC1(OB(OC1(C)C)C=1C=NN(C1)CC1=CC(=CC=C1)C(F)(F)F)C (4-(4,4,5,5-tetramethyl-1,3,2-dioxaborolan-2-yl)-1-(3-(trifluoromethyl)benzyl)-1H-pyrazole), C(C=C)(=O)Cl (acryloyl chloride). Product: NC1=C(C(=NC=N1)OC=1C=C(C=CC1)NC(C=C)=O)C=1C=NN(C1)CC1=CC(=CC=C1)C(F)(F)F (N-(3-((6-amino-5-(1-(3-(trifluoromethyl)benzyl)-1H-pyrazol-4-yl)pyrimidin-4-yl)oxy)phenyl)acrylamide). RXN SMILES: Cl[C:2]1[C:3]([NH2:9])=[N:4][CH:5]=[N:6][C:7]=1Cl.[NH2:10][C:11]1[CH:12]=[C:13]([OH:17])[CH:14]=[CH:15][CH:16]=1.CC1(C)C(C)(C)OB([C:26]2[CH:27]=[N:28][N:29]([CH2:31][C:32]3[CH:37]=[CH:36][CH:35]=[C:34]([C:38]([F:41])([F:40])[F:39])[CH:33]=3)[CH:30]=2)O1.[C:43](Cl)(=[O:46])[CH:44]=[CH2:45]>>[NH2:9][C:3]1[N:4]=[CH:5][N:6]=[C:7]([O:17][C:13]2[CH:12]=[C:11]([NH:10][C:43](=[O:46])[CH:44]=[CH2:45])[CH:16]=[CH:15][CH:14]=2)[C:2]=1[C:26]1[CH:27]=[N:28][N:29]([CH2:31][C:32]2[CH:37]=[CH:36][CH:35]=[C:34]([C:38]([F:40])([F:41])[F:39])[CH:33]=2)[CH:30]=1. Reported procedure: N-(3-((6-amino-5-(1-(3-(trifluoromethyl)benzyl)-1H-pyrazol-4-yl)pyrimidin-4-yl)oxy)phenyl)acrylamide was prepared from 5,6-dichloropyrimidin-4-amine, 3-aminophenol, 4-(4,4,5,5-tetramethyl-1,3,2-dioxaborolan-2-yl)-1-(3-(trifluoromethyl)benzyl)-1H-pyrazole, and acryloyl chloride using methods A, C, and F. HPLC: 98%. MS: m/z=481 [M+H]+. 1H-NMR (DMSO-d6) δ 10.20 (s, 1H), 8.20 (s, 1H), 8.00 (s, 1H), 7.75-7.29 (m, 8H), 6.93-6.58 (m, 3H), 6.42 (dd, 1H), 6.25 (d, 1H), 5.77 (d, 1H), 5.49 (s, 2H). Starting materials: C(C)(C)(C)OC(CN1C(=NC2=C1C=CC(=C2)N(C(=O)C=2SC=CC2C)CC2=CC=CC=C2)CCC)=O ({5-[Benzyl-(3-methyl-thiophene-2-carbonyl)-amino]-2-propyl-benzoimidazol-1-yl}-acetic acid tert-butyl ester), C(=O)(C(F)(F)F)O (TFA). The product is C(C1=CC=CC=C1)N(C1=CC2=C(N(C(=N2)CCC)CC(=O)O)C=C1)C(=O)C=1SC=CC1C ({5-[Benzyl-(3-methyl-thiophene-2-carbonyl)-amino]-2-propyl-benzoimidazol-1-yl}-acetic acid). RXN SMILES: C([O:5][C:6](=[O:36])[CH2:7][N:8]1[C:12]2[CH:13]=[CH:14][C:15]([N:17]([CH2:26][C:27]3[CH:32]=[CH:31][CH:30]=[CH:29][CH:28]=3)[C:18]([C:20]3[S:21][CH:22]=[CH:23][C:24]=3[CH3:25])=[O:19])=[CH:16][C:11]=2[N:10]=[C:9]1[CH2:33][CH2:34][CH3:35])(C)(C)C.C(O)(C(F)(F)F)=O>>[CH2:26]([N:17]([C:18]([C:20]1[S:21][CH:22]=[CH:23][C:24]=1[CH3:25])=[O:19])[C:15]1[CH:14]=[CH:13][C:12]2[N:8]([CH2:7][C:6]([OH:36])=[O:5])[C:9]([CH2:33][CH2:34][CH3:35])=[N:10][C:11]=2[CH:16]=1)[C:27]1[CH:28]=[CH:29][CH:30]=[CH:31][CH:32]=1. Procedure details: {5-[Benzyl-(3-methyl-thiophene-2-carbonyl)-amino]-2-propyl-benzoimidazol-1-yl}-acetic acid tert-butyl ester (0.12 mmol) was treated with TFA (2 mL) for 2 hours, concentrated, and purified by preparative LCMS to give the title compound. 1H NMR (d6-DMSO) δ7.68 (d, 1H), 7.29 (m, 5H), 7.02 (m, 2H), 6.85 (d, 1H), 6.71 (d, 1H), 5.09 (s, 2H), 4.75 (s, 2H), 2.65 (t, 2H), 1.71 (m, 2H), 0.92 (t, 3H). MS calculated for C25H25N3O3S+H: 448, observed: 448. The reactants are N=1C=CN2C1C=CC=C2SCCCCN2C(SCC2=O)=O (3-[4-(imidazo[1,2-a]pyridin-5-ylthio)butyl]thiazolidine-2,4-dione), C(CCCCCCCC)=O (1-nonanal), N1CCCCC1 (piperidine). Run in C(C)O (ethanol). Product: C(CCCCCCCC)=C1C(N(C(S1)=O)CCCCSC1=CC=CC=2N1C=CN2)=O (5-nonylidene-3-[4-(imidazo[1,2-a]pyridin-5-ylthio)butyl]thiazolidine-2,4-dione). As a reaction SMILES: [N:1]1[CH:2]=[CH:3][N:4]2[C:9]([S:10][CH2:11][CH2:12][CH2:13][CH2:14][N:15]3[C:19](=[O:20])[CH2:18][S:17][C:16]3=[O:21])=[CH:8][CH:7]=[CH:6][C:5]=12.[CH:22](=O)[CH2:23][CH2:24][CH2:25][CH2:26][CH2:27][CH2:28][CH2:29][CH3:30].N1CCCCC1>C(O)C>[CH:22](=[C:18]1[S:17][C:16](=[O:21])[N:15]([CH2:14][CH2:13][CH2:12][CH2:11][S:10][C:9]2[N:4]3[CH:3]=[CH:2][N:1]=[C:5]3[CH:6]=[CH:7][CH:8]=2)[C:19]1=[O:20])[CH2:23][CH2:24][CH2:25][CH2:26][CH2:27][CH2:28][CH2:29][CH3:30]. Reported procedure: To a solution of 1.61 g (5.0 mmol) of 3-[4-(imidazo[1,2-a]pyridin-5-ylthio)butyl]thiazolidine-2,4-dione and 0.711 g (5.0 mmol) of 1-nonanal in 20 ml of ethanol, 0.05 ml (0.5 mmol) of piperidine was added, followed by refluxing for 1.5 hours. After the reaction mixture was cooled, the solvent was distilled off. The residue was dissolved in dichloromethane, washed with water and dried, after which the solvent was distilled off. The residue was purified by column chromatography (eluent, n-hexane/et... The reactants are Cc1ccc(S(=O)(=O)OC2COC3C(Br)COC23)cc1, CC(C)O, CO, [Cl-], N, [NH4+], O=C(NCC(O)C1C=CCO1)OCc1ccccc1, O, [Zn]. Product: NCC(O)C1C=CCO1. RXN SMILES: [CH3:22][c:23]1[cH:24][cH:25][c:26]([S:27]([O:28][CH:29]2[CH2:30][O:31][CH:32]3[CH:33]([Br:34])[CH2:35][O:36][CH:37]23)(=[O:38])=[O:39])[cH:40][cH:41]1.[CH3:44][CH:45]([OH:46])[CH3:47].[CH3:49][OH:50].[Cl-:20].[NH3:42].[NH4+:21].[O:1]1[CH:2]([CH:6]([CH2:7][NH:8][C:9](=[O:10])[O:11][CH2:12][c:13]2[cH:14][cH:15][cH:16][cH:17][cH:18]2)[OH:19])[CH:3]=[CH:4][CH2:5]1.[OH2:43].[Zn:48]>>[O:1]1[CH:2]([CH:6]([CH2:7][NH2:8])[OH:19])[CH:3]=[CH:4][CH2:5]1. The reactants are CC(=O)O, CC(C)C(=O)Nc1cccc(C2CCNCC2)c1, Cc1cc(C=O)cc2c3ccccc3n(C)c12. The product is Cc1cc(CN2CCC(c3cccc(NC(=O)C(C)C)c3)CC2)cc2c3ccccc3n(C)c12. RXN SMILES: [C:36]([OH:37])(=[O:38])[CH3:39].[CH3:18][CH:19]([C:20](=[O:21])[NH:22][c:23]1[cH:24][c:25]([CH:29]2[CH2:30][CH2:31][NH:32][CH2:33][CH2:34]2)[cH:26][cH:27][cH:28]1)[CH3:35].[CH3:1][c:2]1[cH:3][c:4]([CH:16]=[O:17])[cH:5][c:6]2[c:7]3[cH:8][cH:9][cH:10][cH:11][c:12]3[n:13]([CH3:15])[c:14]12>>[CH3:1][c:2]1[cH:3][c:4]([CH2:16][N:32]2[CH2:31][CH2:30][CH:29]([c:25]3[cH:24][c:23]([NH:22][C:20]([CH:19]([CH3:18])[CH3:35])=[O:21])[cH:28][cH:27][cH:26]3)[CH2:34][CH2:33]2)[cH:5][c:6]2[c:7]3[cH:8][cH:9][cH:10][cH:11][c:12]3[n:13]([CH3:15])[c:14]12. Starting materials: C22H23Cl2N5O2, ClC1=CC2=C(NC(=N2)[C@H](C)NC(C2=CC(=C(C=C2)C(=O)N2C(CCC2)CNC(=O)OC(C)(C)C)Cl)=O)C=C1 (N-[(1S)-1-(5-chloro-1H-benzimidazol-2-yl)ethyl]-3chloro-4-[(2R/S)-2-(N-tert-butoxycarbonylaminomethyl)pyrrolidin-1-ylcarbonyl]benzamide), FC(C(=O)O)(F)F (trifluoroacetic acid), ClCl (chlorine), ClCCl.CO.N (dichloromethane methanol ammonia). Yields the product ClC1=CC2=C(NC(=N2)[C@H](C)NC(C2=CC(=C(C=C2)C(=O)N2C(CCC2)CN)Cl)=O)C=C1 (N-[(1S)-1-(5-chloro-1H-benzimidazol-2-yl)ethyl]-3-chloro-4-[(2R/S)-2-aminomethylpyrrolidin-1-ylcarbonyl)benzamide). RXN SMILES: [Cl:1][C:2]1[CH:38]=[CH:37][C:5]2[NH:6][C:7]([C@@H:9]([NH:11][C:12](=[O:36])[C:13]3[CH:18]=[CH:17][C:16]([C:19]([N:21]4[CH2:25][CH2:24][CH2:23][CH:22]4[CH2:26][NH:27]C(OC(C)(C)C)=O)=[O:20])=[C:15]([Cl:35])[CH:14]=3)[CH3:10])=[N:8][C:4]=2[CH:3]=1.FC(F)(F)C(O)=O.ClCCl.CO.N.ClCl>>[Cl:1][C:2]1[CH:38]=[CH:37][C:5]2[NH:6][C:7]([C@@H:9]([NH:11][C:12](=[O:36])[C:13]3[CH:18]=[CH:17][C:16]([C:19]([N:21]4[CH2:25][CH2:24][CH2:23][CH:22]4[CH2:26][NH2:27])=[O:20])=[C:15]([Cl:35])[CH:14]=3)[CH3:10])=[N:8][C:4]=2[CH:3]=1 |f:2.3.4|. Reported procedure: Prepared analogously to Example 17 from N-[(1S)-1-(5-chloro-1H-benzimidazol-2-yl)ethyl]-3chloro-4-[(2R/S)-2-(N-tert-butoxycarbonylaminomethyl)pyrrolidin-1-ylcarbonyl]benzamide and trifluoroacetic acid. Yield: quantitative; Rf value: 0.15 (silica gel; dichloromethane/methanol/ammonia=9:1:0.1); C22H23Cl2N5O2 (460.36); mass spectrum: (M+H)+=460/462/464 (chlorine isotope).